Dataset: the Open Reaction Database (ORD), a public repository of structured organic reaction records. Task: describe an organic reaction: reactants, conditions, products, and yield Reactants: OC[C@H]1CCC(N1)=O ((R)-5-hydroxymethylpyrrolidin-2-one), BrC1=CC(=C(C=C1)C(=O)N1CCN(CC1)C1=NC=C(C=C1C)C)S(=O)(=O)C ((4-bromo-2-methanesulfonylphenyl)[4-(3,5-dimethylpyridin-2-yl)piperazin-1-yl]methanone). RXN SMILES: [OH:1][CH2:2][C@@H:3]1[NH:7][C:6](=[O:8])[CH2:5][CH2:4]1.Br[C:10]1[CH:15]=[CH:14][C:13]([C:16]([N:18]2[CH2:23][CH2:22][N:21]([C:24]3[C:29]([CH3:30])=[CH:28][C:27]([CH3:31])=[CH:26][N:25]=3)[CH2:20][CH2:19]2)=[O:17])=[C:12]([S:32]([CH3:35])(=[O:34])=[O:33])[CH:11]=1>>[CH3:30][C:29]1[C:24]([N:21]2[CH2:22][CH2:23][N:18]([C:16]([C:13]3[CH:14]=[CH:15][C:10]([N:7]4[C@@H:3]([CH2:2][OH:1])[CH2:4][CH2:5][C:6]4=[O:8])=[CH:11][C:12]=3[S:32]([CH3:35])(=[O:34])=[O:33])=[O:17])[CH2:19][CH2:20]2)=[N:25][CH:26]=[C:27]([CH3:31])[CH:28]=1. Reported procedure: Using (R)-5-hydroxymethylpyrrolidin-2-one (409 mg) and (4-bromo-2-methanesulfonylphenyl)[4-(3,5-dimethylpyridin-2-yl)piperazin-1-yl]methanone (1.53 g) described in Preparation Example 112 and by the reaction and treatment in the same manner as in Example 1, (R)-1-{4-[4-(3,5-dimethylpyridin-2-yl)piperazine-1-carbonyl]-3-methanesulfonylphenyl}-5-hydroxymethylpyrrolidin-2-one (700 mg) was obtained. Using the obtained (R)-1-{4-[4-(3,5-dimethylpyridin-2-yl)piperazine-1-carbonyl]-3-methanesulfonylphen... Product: CC=1C(=NC=C(C1)C)N1CCN(CC1)C(=O)C1=C(C=C(C=C1)N1C(CC[C@@H]1CO)=O)S(=O)(=O)C ((R)-1-{4-[4-(3,5-dimethylpyridin-2-yl)piperazine-1-carbonyl]-3-methanesulfonylphenyl}-5-hydroxymethylpyrrolidin-2-one). Isolated yield 42.5%. Starting materials: C[SH](CCCN1C(=O)NCC1c1ccccc1)C(=O)[O-], CO, Cl, NC(CS)C(=O)O, O. The product is NC(CSSCCCN1C(=O)NCC1c1ccccc1)C(=O)O. Reaction SMILES: [CH3:1][SH:2]([CH2:3][CH2:4][CH2:5][N:6]1[C:7](=[O:17])[NH:8][CH2:9][CH:10]1[c:11]1[cH:12][cH:13][cH:14][cH:15][cH:16]1)[C:18]([O-:19])=[O:20].[CH3:30][OH:31].[ClH:22].[NH2:23][CH:24]([CH2:25][SH:26])[C:27](=[O:28])[OH:29].[OH2:21]>>[S:2]([CH2:3][CH2:4][CH2:5][N:6]1[C:7](=[O:17])[NH:8][CH2:9][CH:10]1[c:11]1[cH:12][cH:13][cH:14][cH:15][cH:16]1)[S:26][CH2:25][CH:24]([NH2:23])[C:27](=[O:28])[OH:29]. Starting materials: COC(C(=S)NC)(CN1CCOCC1)C1=NC=CC=C1 (2-methoxy-N-methyl-3-morpholino-2-(2-pyridyl)thiopropanamide), Cl (hydrogen chloride). Solvent: CCOCC (ether). Product: Cl.COC(C(=S)NC)(CN1CCOCC1)C1=NC=CC=C1 (2-methoxy-N-methyl-3-morpholino-2-(2-pyridyl)thiopropanamide hydrochloride). Reaction SMILES: [CH3:1][O:2][C:3]([C:15]1[CH:20]=[CH:19][CH:18]=[CH:17][N:16]=1)([CH2:8][N:9]1[CH2:14][CH2:13][O:12][CH2:11][CH2:10]1)[C:4]([NH:6][CH3:7])=[S:5].[ClH:21]>CCOCC>[ClH:21].[CH3:1][O:2][C:3]([C:15]1[CH:20]=[CH:19][CH:18]=[CH:17][N:16]=1)([CH2:8][N:9]1[CH2:10][CH2:11][O:12][CH2:13][CH2:14]1)[C:4]([NH:6][CH3:7])=[S:5] |f:3.4|. Procedure: One gram of 2-methoxy-N-methyl-3-morpholino-2-(2-pyridyl)thiopropanamide in ether is added to ethereal hydrogen chloride. The resulting precipitate is filtered off and recrystallized from ethanol/ether to give 2-methoxy-N-methyl-3-morpholino-2-(2-pyridyl)thiopropanamide hydrochloride. Reactants: OC1=C(C2=C(C(CCO2)=O)C=C1)CCC (2,3-dihydro-7-hydroxy-8-propyl-4H-1-benzopyran-4-one), COC(CCC1=CC(=CC=C1)OCCCCCOS(=O)(=O)C)=O (3-[[5-[(Methylsulfonyl)oxy]pentyl]oxy]benzenepropanoic Acid Methyl Ester). The product is COC(CCC1=CC(=CC=C1)OCCCCCOC1=C(C2=C(C(CCO2)=O)C=C1)CCC)=O (3-[5-[(3,4-dihydro-4-oxo-8-propyl-2H-1-benzopyran-7-yl)oxy]pentoxy]benzenepropanoic acid methyl ester). The yield is 57.0%. Reaction SMILES: [OH:1][C:2]1[CH:12]=[CH:11][C:5]2[C:6](=[O:10])[CH2:7][CH2:8][O:9][C:4]=2[C:3]=1[CH2:13][CH2:14][CH3:15].[CH3:16][O:17][C:18](=[O:38])[CH2:19][CH2:20][C:21]1[CH:26]=[CH:25][CH:24]=[C:23]([O:27][CH2:28][CH2:29][CH2:30][CH2:31][CH2:32]OS(C)(=O)=O)[CH:22]=1>>[CH3:16][O:17][C:18](=[O:38])[CH2:19][CH2:20][C:21]1[CH:26]=[CH:25][CH:24]=[C:23]([O:27][CH2:28][CH2:29][CH2:30][CH2:31][CH2:32][O:1][C:2]2[CH:12]=[CH:11][C:5]3[C:6](=[O:10])[CH2:7][CH2:8][O:9][C:4]=3[C:3]=2[CH2:13][CH2:14][CH3:15])[CH:22]=1. Procedure: Using the procedure of example 11 and starting with 0.28 g (1.4 mmol) of 2,3-dihydro-7-hydroxy-8-propyl-4H-1-benzopyran-4-one and 0.48 g (1.4 mmol) of 3-[[5-[(methylsulfonyl)oxy]pentyl]oxy]benzenepropanoic acid methyl ester (from example 67), 3-[5-[(3,4-dihydro-4-oxo-8-propyl-2H-1-benzopyran-7-yl)oxy]pentoxy]benzenepropanoic acid methyl ester was obtained in 57% yield (0.36 g) as a yellow oil. This diester (0.79 mmol) was saponified with 2 mL of 3N aqueous lithium hydroxide in 20 mL of tetrahydr...